This data is from the Open Reaction Database (ORD), a public repository of structured organic reaction records. The task is: describe an organic reaction: reactants, conditions, products, and yield Starting materials: CC(C)(C)OC(CC(C=O)NC(=O)OCc1cccc2c1Cc1ccccc1-2)=NNC(N)=O, CCNCC, CC#N. Yields the product CC(C)(C)OC(CC(N)C=O)=NNC(N)=O. RXN SMILES: [C:1]([CH3:2])([CH3:3])([CH3:4])[O:5][C:6]([CH2:7][CH:8]([CH:9]=[O:10])[NH:11][C:12]([O:13][CH2:14][c:15]1[c:16]2[c:24]([cH:25][cH:26][cH:27]1)-[c:19]1[c:18]([cH:23][cH:22][cH:21][cH:20]1)[CH2:17]2)=[O:28])=[N:29][NH:30][C:31]([NH2:32])=[O:33].[CH2:34]([NH:35][CH2:36][CH3:37])[CH3:38].[CH3:39][C:40]#[N:41]>>[C:1]([CH3:2])([CH3:3])([CH3:4])[O:5][C:6]([CH2:7][CH:8]([CH:9]=[O:10])[NH2:11])=[N:29][NH:30][C:31]([NH2:32])=[O:33]. The reactants are C(C)OC(CC1CCN(CC1)C1=C(C=C(C=C1)Cl)NC(C1=CC(=CC=C1)Cl)=O)=O ({1-[4-chloro-2-(3-chloro-benzoylamino)-phenyl]-piperidin-4-yl}-acetic acid ethyl ester), [OH-].[Li+] (lithium hydroxide), O (water). Run in O1CCCC1 (tetrahydrofuran), CO (methanol). Run at time 8 hour. The product is ClC1=CC(=C(C=C1)N1CCC(CC1)CC(=O)O)NC(C1=CC(=CC=C1)Cl)=O ({1-[4-chloro-2-(3-chloro-benzoylamino)-phenyl]-piperidin-4-yl}-acetic acid). Isolated yield 83.7%. As a reaction SMILES: C([O:3][C:4](=[O:29])[CH2:5][CH:6]1[CH2:11][CH2:10][N:9]([C:12]2[CH:17]=[CH:16][C:15]([Cl:18])=[CH:14][C:13]=2[NH:19][C:20](=[O:28])[C:21]2[CH:26]=[CH:25][CH:24]=[C:23]([Cl:27])[CH:22]=2)[CH2:8][CH2:7]1)C.O.[OH-].[Li+]>O1CCCC1.CO>[Cl:18][C:15]1[CH:16]=[CH:17][C:12]([N:9]2[CH2:10][CH2:11][CH:6]([CH2:5][C:4]([OH:29])=[O:3])[CH2:7][CH2:8]2)=[C:13]([NH:19][C:20](=[O:28])[C:21]2[CH:26]=[CH:25][CH:24]=[C:23]([Cl:27])[CH:22]=2)[CH:14]=1 |f:2.3|. Procedure details: To a solution of 0.590 g (1.35 mmol) of {1-[4-chloro-2-(3-chloro-benzoylamino)-phenyl]-piperidin-4-yl}-acetic acid ethyl ester in a mixture of tetrahydrofuran (10 mL) and methanol (4 mL) is added water (2 mL) followed by 0.16 g (6.8 mmol) of lithium hydroxide. The mixture is stirred overnight at room temperature. The mixture is concentrated under reduced pressure to remove volatile organics and the pH of the resulting solution is adjusted to approximately pH 4 by the addition of concentrated hyd...